This data is from the Open Reaction Database (ORD), a public repository of structured organic reaction records. The task is: describe an organic reaction: reactants, conditions, products, and yield Reactants: [OH-].[Na+] (sodium hydroxide), C(C)OC(COC1=C(C=C(C=C1)SC1=CC(=CC(=C1)OC1=NC=C(C=C1)C(F)(F)F)C#CCN1CCOCC1)C)=O ({2-Methyl-4-[3-(3-morpholin-4-yl-prop-1-ynyl)-5-(5-trifluoromethyl-pyridin-2-yloxy)-phenylsulfanyl]-phenoxy}-acetic acid ethyl ester), Cl (hydrochloric acid). The solvent is C(C)O (ethanol). Reaction conditions: time 16 hour. The product is CC1=C(OCC(=O)O)C=CC(=C1)SC1=CC(=CC(=C1)OC1=NC=C(C=C1)C(F)(F)F)C#CCN1CCOCC1 ({2-Methyl-4-[3-(3-morpholin-4-yl-prop-1-ynyl)-5-(5-trifluoromethyl-pyridin-2-yloxy)-phenylsulfanyl]-phenoxy}-acetic Acid). RXN SMILES: C([O:3][C:4](=[O:41])[CH2:5][O:6][C:7]1[CH:12]=[CH:11][C:10]([S:13][C:14]2[CH:19]=[C:18]([O:20][C:21]3[CH:26]=[CH:25][C:24]([C:27]([F:30])([F:29])[F:28])=[CH:23][N:22]=3)[CH:17]=[C:16]([C:31]#[C:32][CH2:33][N:34]3[CH2:39][CH2:38][O:37][CH2:36][CH2:35]3)[CH:15]=2)=[CH:9][C:8]=1[CH3:40])C.[OH-].[Na+].Cl>C(O)C>[CH3:40][C:8]1[CH:9]=[C:10]([S:13][C:14]2[CH:19]=[C:18]([O:20][C:21]3[CH:26]=[CH:25][C:24]([C:27]([F:28])([F:29])[F:30])=[CH:23][N:22]=3)[CH:17]=[C:16]([C:31]#[C:32][CH2:33][N:34]3[CH2:39][CH2:38][O:37][CH2:36][CH2:35]3)[CH:15]=2)[CH:11]=[CH:12][C:7]=1[O:6][CH2:5][C:4]([OH:41])=[O:3] |f:1.2|. Procedure details: {2-Methyl-4-[3-(3-morpholin-4-yl-prop-1-ynyl)-5-(5-trifluoromethyl-pyridin-2-yloxy)-phenylsulfanyl]-phenoxy}-acetic acid ethyl ester (262 mg; 0.45 mmol) was dissolved in ethanol (15 mL), and aqueous 1 N sodium hydroxide (3 mL) was added. The reaction mixture was stirred for 16 h. acidified with 1 N aqueous hydrochloric acid and extracted with ethyl acetate, dried and evaporated to dryness. The organic phase was purified by preparative HPLC (method B). Yield: 174 mg (68%). HPLC-MS: m/z: 559.5 (M+...